Dataset: the Open Reaction Database (ORD), a public repository of structured organic reaction records. Task: describe an organic reaction: reactants, conditions, products, and yield Reported procedure: To a round bottom flask equipped with a condenser and magnetic stirrer were added 5-tert-butyl-2-methyl-4-thiocyanato-phenol prepared in Example GGG (1.5 g, 6.8 mmol), cesium carbonate (2.44 g, 7.49 mmol), and acetonitrile (30 mL). This slurry was brought to reflux for 15 minutes. Dimethyl sulfamoyl chloride (0.80 mL, 7.49 mmol) was added to the slurry via syringe. The reaction was quenched with brine and extracted with EtOAc; the organic layer was dried (MgSO4) and concentrated. The residue was... The solvent is C(C)#N (acetonitrile). Product: C(C)(C)(C)C=1C(=CC(=C(C1)OS(N(C)C)(=O)=O)C)SC#N (Dimethyl-sulfamic acid 5-tert-butyl-2-methyl-4-thiocyanato-phenyl ester). The reactants are C(C)(C)(C)C=1C(=CC(=C(C1)O)C)SC#N (5-tert-butyl-2-methyl-4-thiocyanato-phenol), C([O-])([O-])=O.[Cs+].[Cs+] (cesium carbonate), CN(S(=O)(=O)Cl)C (Dimethyl sulfamoyl chloride). RXN SMILES: [C:1]([C:5]1[C:6]([S:13][C:14]#[N:15])=[CH:7][C:8]([CH3:12])=[C:9]([OH:11])[CH:10]=1)([CH3:4])([CH3:3])[CH3:2].C(=O)([O-])[O-].[Cs+].[Cs+].[CH3:22][N:23]([CH3:28])[S:24](Cl)(=[O:26])=[O:25]>C(#N)C>[C:1]([C:5]1[C:6]([S:13][C:14]#[N:15])=[CH:7][C:8]([CH3:12])=[C:9]([O:11][S:24](=[O:26])(=[O:25])[N:23]([CH3:28])[CH3:22])[CH:10]=1)([CH3:4])([CH3:2])[CH3:3] |f:1.2.3|. Starting materials: COC(Cl)Cl (α,α-dichloromethyl methyl ether), C(C1=CC=CC=C1)C1=C(C(=O)OCC)C=CC=C1 (Ethyl 2-benzylbenzoate), stannic chloride, [Cl-].[Na+] (sodium chloride), ice water. Solvent: ClCCl (dichloromethane). Product: C(C)OC(=O)C1=C(CC2=CC=C(C=O)C=C2)C=CC=C1 (4-(2-ethoxycarbonylbenzyl)benzaldehyde). The yield is 71.8%. RXN SMILES: [CH2:1]([C:8]1[CH:18]=[CH:17][CH:16]=[CH:15][C:9]=1[C:10]([O:12][CH2:13][CH3:14])=[O:11])[C:2]1[CH:7]=[CH:6][CH:5]=[CH:4][CH:3]=1.[Cl-].[Na+].[CH3:21][O:22]C(Cl)Cl>ClCCl>[CH2:13]([O:12][C:10]([C:9]1[CH:15]=[CH:16][CH:17]=[CH:18][C:8]=1[CH2:1][C:2]1[CH:3]=[CH:4][C:5]([CH:21]=[O:22])=[CH:6][CH:7]=1)=[O:11])[CH3:14] |f:1.2|. Procedure details: Ethyl 2-benzylbenzoate (54.0 g) was dissolved in 100 ml of dichloromethane, and with stirring, 121.3 g of stannic chloride was added while cooling the solution with a mixture of ice and sodium chloride. The mixture was stirred for 1 hour. Subsequently, 86 g of α,α-dichloromethyl methyl ether was added dropwise over 1 hour, and then the mixture was stirred at room temperature for 3 hours. After the reaction, the reaction mixture was poured into 1 liter of ice water, and stirred. The dichlorometha... The reactants are O=C(n1ccnc1)n1ccnc1, CO, CN(C)C=O, Cc1ccc(S(=O)(=O)n2c(C=C3SC(=O)NC3=O)cc3cc(-c4nc5cc(Cl)c(Cl)cc5[nH]4)ccc32)cc1, Cl, [Na+], [OH-], O. Yields the product O=C1NC(=O)C(=Cc2cc3cc(-c4nc5cc(Cl)c(Cl)cc5[nH]4)ccc3[nH]2)S1. As a reaction SMILES: [C:41]([n:42]1[cH:43][cH:44][n:45][cH:46]1)([n:47]1[cH:48][cH:49][n:50][cH:51]1)=[O:52].[CH3:54][OH:55].[CH3:56][N:57]([CH3:58])[CH:59]=[O:60].[Cl:1][c:2]1[cH:3][c:4]2[c:5]([n:6][c:7](-[c:9]3[cH:10][c:11]4[cH:12][c:13]([CH:28]=[C:29]5[C:30](=[O:35])[NH:31][C:32](=[O:34])[S:33]5)[n:14]([S:18]([c:19]5[cH:20][cH:21][c:22]([CH3:23])[cH:24][cH:25]5)(=[O:26])=[O:27])[c:15]4[cH:16][cH:17]3)[nH:8]2)[cH:36][c:37]1[Cl:38].[ClH:53].[Na+:40].[OH-:39].[OH2:61]>>[Cl:1][c:2]1[cH:3][c:4]2[c:5]([n:6][c:7](-[c:9]3[cH:10][c:11]4[cH:12][c:13]([CH:28]=[C:29]5[C:30](=[O:35])[NH:31][C:32](=[O:34])[S:33]5)[nH:14][c:15]4[cH:16][cH:17]3)[nH:8]2)[cH:36][c:37]1[Cl:38].